Dataset: the Open Reaction Database (ORD), a public repository of structured organic reaction records. Task: describe an organic reaction: reactants, conditions, products, and yield The reactants are COC1=CC=C2CCC(CC2=C1)N(C(CN1CCN(CC1)C(=O)OC(C)(C)C)=O)CCC (t-butyl 4-(2-((7-methoxy-1,2,3,4-tetrahydronaphthalen-2-yl)(propyl)amino)-2-oxoethyl)piperazine-1-carboxylate), FC(C(=O)O)(F)F (trifluoroacetic acid). The solvent is ClCCl (dichloromethane). Conditions: time 8 hour. Yields the product COC1=CC=C2CCC(CC2=C1)N(C(CN1CCNCC1)=O)CCC (N-(7-methoxy-1,2,3,4-tetrahydronaphthalen-2-yl)-2-(piperazin-1-yl)-N-propylacetamide). Yield: 97.0%. As a reaction SMILES: [CH3:1][O:2][C:3]1[CH:12]=[C:11]2[C:6]([CH2:7][CH2:8][CH:9]([N:13]([CH2:30][CH2:31][CH3:32])[C:14](=[O:29])[CH2:15][N:16]3[CH2:21][CH2:20][N:19](C(OC(C)(C)C)=O)[CH2:18][CH2:17]3)[CH2:10]2)=[CH:5][CH:4]=1.FC(F)(F)C(O)=O>ClCCl>[CH3:1][O:2][C:3]1[CH:12]=[C:11]2[C:6]([CH2:7][CH2:8][CH:9]([N:13]([CH2:30][CH2:31][CH3:32])[C:14](=[O:29])[CH2:15][N:16]3[CH2:17][CH2:18][NH:19][CH2:20][CH2:21]3)[CH2:10]2)=[CH:5][CH:4]=1. Reported procedure: Compound 6a (3.87 g, 8.68 mmol) was dissolved in 40 ml of dichloromethane and 40 ml of trifluoroacetic acid was added. The mixture was stirred for overnight, at which time the solution was concentrated to dryness, dissolved in saturated NaHCO3 solution and extracted with EtOAc. The organic layer was dried over Na2SO4, filtered, and concentrated to yield 2.91 g (97%) of 7a as yellow wax, which was used in the next reaction. 1H NMR (400 MHz, CDCl3) 0.93-0.96 (t, 3H, J=12 Hz), 1.62 (m, 3H), 1.85-1.... The reactants are [OH-].[K+] (potassium hydroxide), O (water), C(C)OC(\C=C(\C=C\C=C(\C=C\C1=C(OC(=C1C)C)C)/C)/C)=O ((E,E,E,E)-3,7-dimethyl-9-(2,4,5-trimethyl-3-furyl)-2,4,6,8-nonatetraenoic acid ethyl ester). Solvent: CO (methanol). Yields the product C\C(=C/C(=O)[O-])\C=C\C=C(\C=C\C1=C(OC=C1C)C)/C.[K+] (potassium (E,E,E,E)-3,7-dimethyl-9-(2,4-dimethyl-3-furyl)-2,4,6,8-nonatetraenoate). Reaction SMILES: C([O:3][C:4](=[O:23])/[CH:5]=[C:6](\[CH3:22])/[CH:7]=[CH:8]/[CH:9]=[C:10](\[CH3:21])/[CH:11]=[CH:12]/[C:13]1[C:17]([CH3:18])=[C:16](C)[O:15][C:14]=1[CH3:20])C.[OH-].[K+:25].O>CO>[CH3:22]/[C:6](/[CH:7]=[CH:8]/[CH:9]=[C:10](\[CH3:21])/[CH:11]=[CH:12]/[C:13]1[C:17]([CH3:18])=[CH:16][O:15][C:14]=1[CH3:20])=[CH:5]\[C:4]([O-:23])=[O:3].[K+:25] |f:1.2,5.6|. Procedure: (E,E,E,E)-3,7-dimethyl-9-(2,4,5-trimethyl-3-furyl)-2,4,6,8-nonatetraenoic acid ethyl ester (16 g.) was dissolved in methanol (100 ml.) containing potassium hydroxide (10 g.) and water (20 ml.) and the resulting mixture was heated at reflux for 1 hour. On cooling, a potassium salt crystallized out. This was filtered off, washed with methanol and crystallized from isopropanol-water to give pure potassium (E,E,E,E)-3,7-dimethyl-9-(2,4-dimethyl-3-furyl)-2,4,6,8-nonatetraenoate, m.p. 265°-70° (dec.). Starting materials: C(C(=C)C)(=O)O (MAA), resultant product, C(C(=C)C)(=O)OCCCCCCCCCCCCCCCCCC (SMA), polymeric solids, C(C(=C)C)(=O)OCCCCCCCCCCCCCCCCCC (stearyl methacrylate), C(C(=C)C)(=O)O (methacrylic acid), SCCO (2-mercaptoethanol). Product: C(C(=C)C)(=O)OCCCCCCCCCCCCCCCCCC.C(C(=C)C)(=O)O (Stearyl Methacrylate Methacrylic Acid). RXN SMILES: [C:1]([O:6][CH2:7][CH2:8][CH2:9][CH2:10][CH2:11][CH2:12][CH2:13][CH2:14][CH2:15][CH2:16][CH2:17][CH2:18][CH2:19][CH2:20][CH2:21][CH2:22][CH2:23][CH3:24])(=[O:5])[C:2]([CH3:4])=[CH2:3].[C:25]([OH:30])(=[O:29])[C:26]([CH3:28])=[CH2:27].SCCO>>[C:1]([O:6][CH2:7][CH2:8][CH2:9][CH2:10][CH2:11][CH2:12][CH2:13][CH2:14][CH2:15][CH2:16][CH2:17][CH2:18][CH2:19][CH2:20][CH2:21][CH2:22][CH2:23][CH3:24])(=[O:5])[C:2]([CH3:4])=[CH2:3].[C:25]([OH:30])(=[O:29])[C:26]([CH3:28])=[CH2:27] |f:3.4|. Procedure: The resultant product contained 24.64 percent by weight of a 1:2 copolymer of stearyl methacrylate (SMA) and methacrylic acid (MAA), 0.61 percent residual SMA; less than 0.02 percent residual MAA; no initiator; less than 0.05 percent 2-mercaptoethanol; and had a bulk viscosity at 25° C. of about 4000-5000 centipoise. When the product was diluted to 10% polymeric solids with further oil, the solution had a viscosity at 25° C. of 36-46 centipoise. Run at time 8 hour. Reagents/catalysts: ice water. Reactants: S(C1=CC=CC=C1)CCCCCCSC1=C(C(=O)O)C=CC=C1 (2-(6-thiophenoxyhexylthio)benzoic acid), [OH-].[Na+] (sodium hydroxide), [H-].[Al+3].[Li+].[H-].[H-].[H-] (lithium aluminum hydride), ice water, [OH-].[Na+] (sodium hydroxide). Procedure details: To a suspension of lithium aluminum hydride (0.292 g, 0.007 mole) in tetrahydrofuran (30 ml) is added a solution of 2-(6-thiophenoxyhexylthio)benzoic acid (2.42 g, 0.007 mole) in tetrahydrofuran (30 ml). The reaction is stirred at room temperature under argon, overnight. When the reaction is complete several drops of ice water are added followed by cold 10% sodium hydroxide (approximately 1.0 ml), followed by cold 10% sodium hydroxide (approximately 1.0 ml), followed by more ice water. This prod... Yields the product C1(=CC=CC=C1)SCCCCCCSC1=C(CO)C=CC=C1 (2-(6-phenylthiohexylthio)benzyl alcohol). Run in O1CCCC1 (tetrahydrofuran), O1CCCC1 (tetrahydrofuran). As a reaction SMILES: [H-].[Al+3].[Li+].[H-].[H-].[H-].[S:7]([CH2:14][CH2:15][CH2:16][CH2:17][CH2:18][CH2:19][S:20][C:21]1[CH:29]=[CH:28][CH:27]=[CH:26][C:22]=1[C:23](O)=[O:24])[C:8]1[CH:13]=[CH:12][CH:11]=[CH:10][CH:9]=1.[OH-].[Na+]>O1CCCC1>[C:8]1([S:7][CH2:14][CH2:15][CH2:16][CH2:17][CH2:18][CH2:19][S:20][C:21]2[CH:29]=[CH:28][CH:27]=[CH:26][C:22]=2[CH2:23][OH:24])[CH:9]=[CH:10][CH:11]=[CH:12][CH:13]=1 |f:0.1.2.3.4.5,7.8|. Reactants: CN(C(=N)N[N+](=O)[O-])N=O (1-methyl-3-nitro-1-nitrosoguanidine), [OH-].[K+] (KOH), CC(C(=O)O)(CC=1SC=CC1)OC1=CC=CC=C1 (2-methyl-2-phenoxy-3-thiophen-2-yl-propionic acid), C(=O)=O.CC(=O)C (dry ice acetone), N#N (N2). Solvent: CCOCC (ether), C(Cl)Cl (CH2Cl2), CCOCC (ether). Conditions: time 5 minute. Yields the product COC(C(CC=1SC=CC1)(OC1=CC=CC=C1)C)=O (2-Methyl-2-phenoxy-3-thiophen-2-yl-propionic acid methyl ester). Yield: 28.0%. RXN SMILES: CN(N=O)C(N[N+]([O-])=O)=N.[OH-].[K+].N#N.[C:15](=O)=O.CC(C)=O.[CH3:22][C:23]([O:33][C:34]1[CH:39]=[CH:38][CH:37]=[CH:36][CH:35]=1)([CH2:27][C:28]1[S:29][CH:30]=[CH:31][CH:32]=1)[C:24]([OH:26])=[O:25]>C(Cl)Cl.CCOCC>[CH3:15][O:25][C:24](=[O:26])[C:23]([CH3:22])([O:33][C:34]1[CH:39]=[CH:38][CH:37]=[CH:36][CH:35]=1)[CH2:27][C:28]1[S:29][CH:30]=[CH:31][CH:32]=1 |f:1.2,4.5|. Procedure: In a 100 mL beaker, 1.12 g of 1-methyl-3-nitro-1-nitrosoguanidine (MNNG) was added to a solution of ether (30 mL) and 5 N KOH (2.3 mL) and stirred until N2 evolution ceased. In another beaker, crude 2-methyl-2-phenoxy-3-thiophen-2-yl-propionic acid (1.00 g) was dissolved in CH2Cl2 (20 mL). The beaker containing the ether/base mixture was then placed in a Dewar flask containing dry ice/acetone, the aqueous layer was frozen and the ether layer decanted into the other beaker containing the crude ac...